Dataset: the Open Reaction Database (ORD), a public repository of structured organic reaction records. Task: describe an organic reaction: reactants, conditions, products, and yield Starting materials: CC(C)(C)OC(=O)NC(Cc1ccccc1)CC1OC(=O)NC1Cc1ccccc1, C1CCOC1, ClCCl, Cl. Yields the product NC(Cc1ccccc1)CC1OC(=O)NC1Cc1ccccc1. As a reaction SMILES: [C:1]([O:2][C:3](=[O:4])[NH:8][CH:9]([CH2:10][CH:11]1[CH:12]([CH2:17][c:18]2[cH:19][cH:20][cH:21][cH:22][cH:23]2)[NH:13][C:14](=[O:16])[O:15]1)[CH2:24][c:25]1[cH:26][cH:27][cH:28][cH:29][cH:30]1)([CH3:5])([CH3:6])[CH3:7].[CH2:31]1[O:32][CH2:33][CH2:34][CH2:35]1.[CH2:37]([Cl:38])[Cl:39].[ClH:36]>>[NH2:8][CH:9]([CH2:10][CH:11]1[CH:12]([CH2:17][c:18]2[cH:19][cH:20][cH:21][cH:22][cH:23]2)[NH:13][C:14](=[O:16])[O:15]1)[CH2:24][c:25]1[cH:26][cH:27][cH:28][cH:29][cH:30]1.